Dataset: the Open Reaction Database (ORD), a public repository of structured organic reaction records. Task: describe an organic reaction: reactants, conditions, products, and yield Starting materials: COC(=O)C(O)COCCO[Si](c1ccccc1)(c1ccccc1)C(C)(C)C, C[Al](C)C, Cc1ccccc1, Nc1ccc(F)cn1. Product: CC(C)(C)[Si](OCCOCC(O)C(=O)Nc1ccc(F)cn1)(c1ccccc1)c1ccccc1. RXN SMILES: [C:13]([CH3:14])([CH3:15])([CH3:16])[Si:17]([O:18][CH2:19][CH2:20][O:21][CH2:22][CH:23]([C:24](=[O:25])[O:26][CH3:27])[OH:28])([c:29]1[cH:30][cH:31][cH:32][cH:33][cH:34]1)[c:35]1[cH:36][cH:37][cH:38][cH:39][cH:40]1.[CH3:1][Al:2]([CH3:3])[CH3:4].[CH3:41][c:42]1[cH:43][cH:44][cH:45][cH:46][cH:47]1.[F:5][c:6]1[cH:7][cH:8][c:9]([NH2:12])[n:10][cH:11]1>>[F:5][c:6]1[cH:7][cH:8][c:9]([NH:12][C:24]([CH:23]([CH2:22][O:21][CH2:20][CH2:19][O:18][Si:17]([C:13]([CH3:14])([CH3:15])[CH3:16])([c:29]2[cH:30][cH:31][cH:32][cH:33][cH:34]2)[c:35]2[cH:36][cH:37][cH:38][cH:39][cH:40]2)[OH:28])=[O:25])[n:10][cH:11]1.